This data is from the Open Reaction Database (ORD), a public repository of structured organic reaction records. The task is: describe an organic reaction: reactants, conditions, products, and yield Reactants: C(C1=CC=CC=C1)[C@H]1N(C(OC1)=O)C([C@@H](CCCCCCC1=CC(=C(C=C1)F)C)CC1=CC(=C(C(=C1)C)F)C)=O ((R)-4-Benzyl-3-[(S)-2-(4-fluoro-3,5-dimethyl-benzyl)-8-(4-fluoro-3-methyl-phenyl)-octanoyl]-oxazolidin-2-one), [C-]#N.[K+] (KCN), C1CCOC1.CO (THF MeOH), Cl (HCl). Reaction conditions: time 8 hour. Yields the product ONC([C@@H](CCCCCCC1=CC(=C(C=C1)F)C)CC1=CC(=C(C(=C1)C)F)C)=O ((S)-2-(4-Fluoro-3,5-dimethyl-benzyl)-8-(4-fluoro-3-methyl-phenyl)-octanoic acid hydroxyamide). Yield: 18.0%. Reaction SMILES: C([C@@H]1COC(=O)[N:9]1[C:14](=[O:40])[C@H:15]([CH2:30][C:31]1[CH:36]=[C:35]([CH3:37])[C:34]([F:38])=[C:33]([CH3:39])[CH:32]=1)[CH2:16][CH2:17][CH2:18][CH2:19][CH2:20][CH2:21][C:22]1[CH:27]=[CH:26][C:25]([F:28])=[C:24]([CH3:29])[CH:23]=1)C1C=CC=CC=1.[C-]#N.[K+].Cl.C1C[O:48]CC1.CO>>[OH:48][NH:9][C:14](=[O:40])[C@H:15]([CH2:30][C:31]1[CH:36]=[C:35]([CH3:37])[C:34]([F:38])=[C:33]([CH3:39])[CH:32]=1)[CH2:16][CH2:17][CH2:18][CH2:19][CH2:20][CH2:21][C:22]1[CH:27]=[CH:26][C:25]([F:28])=[C:24]([CH3:29])[CH:23]=1 |f:1.2,4.5|. Procedure details: To a solution of (R)-4-Benzyl-3-[(S)-2-(4-fluoro-3,5-dimethyl-benzyl)-8-(4-fluoro-3-methyl-phenyl)-octanoyl]-oxazolidin-2-one (0.036 g, 0.0657 mmol) in 2.5 mL of THF/MeOH/50% NH2OH—H2O (2:2:1), was added KCN (0.001 g, 0.007 mmol). After stirring at room temperature for overnight, the reaction mixture was acidified with concentrated HCl to pH=2 and filtered. The product was isolated by RP-HPLC eluting with 20-100% acetonitrile (0.025% TFA)/water (0.025% TFA) to give the title compound as an off-w... Starting materials: C(C(=O)Cl)(=O)Cl (Oxalyl chloride), CO (Methanol), OC1=C(C=C2C(=C(C(=NC2=C1)C1=CC(=CC=C1)C(F)(F)F)C)C(=O)O)S(=O)(=O)C(C)C (7-hydroxy-3-methyl-6-[(1-methylethyl)sulfonyl]-2-[3-(trifluoromethyl)phenyl]-4-quinolinecarboxylic acid). The reagents and catalysts are CN(C)C=O (DMF). Run in ClCCl (dichloromethane). Reaction conditions: time 1 hour. Product: OC1=C(C=C2C(=C(C(=NC2=C1)C1=CC(=CC=C1)C(F)(F)F)C)C(=O)OC)S(=O)(=O)C(C)C (methyl 7-hydroxy-3-methyl-6-[(1-methylethyl)sulfonyl]-2-[3-(trifluoromethyl)phenyl]-4-quinolinecarboxylate). Reaction SMILES: [OH:1][C:2]1[CH:11]=[C:10]2[C:5]([C:6]([C:23]([OH:25])=[O:24])=[C:7]([CH3:22])[C:8]([C:12]3[CH:17]=[CH:16][CH:15]=[C:14]([C:18]([F:21])([F:20])[F:19])[CH:13]=3)=[N:9]2)=[CH:4][C:3]=1[S:26]([CH:29]([CH3:31])[CH3:30])(=[O:28])=[O:27].[C:32](Cl)(=O)C(Cl)=O.CO>CN(C=O)C.ClCCl>[OH:1][C:2]1[CH:11]=[C:10]2[C:5]([C:6]([C:23]([O:25][CH3:32])=[O:24])=[C:7]([CH3:22])[C:8]([C:12]3[CH:17]=[CH:16][CH:15]=[C:14]([C:18]([F:20])([F:21])[F:19])[CH:13]=3)=[N:9]2)=[CH:4][C:3]=1[S:26]([CH:29]([CH3:31])[CH3:30])(=[O:28])=[O:27]. Procedure: DMF (5 drops) was added to a suspension of 7-hydroxy-3-methyl-6-[(1-methylethyl)sulfonyl]-2-[3-(trifluoromethyl)phenyl]-4-quinolinecarboxylic acid (12.5 g, 27.6 mmol) in dichloromethane (120 mL). Oxalyl chloride (3.62 mL, 41.4 mmol) was added slowly. The mixture was stirred at room temperature for 1 h. Methanol (30 mL) was added, and the mixture was stirred overnight at room temperature. The solvent was removed under reduced pressure to provide methyl 7-hydroxy-3-methyl-6-[(1-methylethyl)sulfony...